This data is from the Open Reaction Database (ORD), a public repository of structured organic reaction records. The task is: describe an organic reaction: reactants, conditions, products, and yield Starting materials: COC(=O)c1cc(Br)cc2c1cnn2C1CCCC1, O=C([O-])[O-], C1COCCO1, CO, ClCCl, [Na+], [Na+], OB(O)c1ccc(O)cc1, c1ccc(P(c2ccccc2)(c2ccccc2)[Pd](P(c2ccccc2)(c2ccccc2)c2ccccc2)(P(c2ccccc2)(c2ccccc2)c2ccccc2)P(c2ccccc2)(c2ccccc2)c2ccccc2)cc1. Yields the product COC(=O)c1cc(-c2ccc(O)cc2)cc2c1cnn2C1CCCC1. RXN SMILES: [Br:1][c:2]1[cH:3][c:4]([C:16](=[O:17])[O:18][CH3:19])[c:5]2[cH:6][n:7][n:8]([CH:11]3[CH2:12][CH2:13][CH2:14][CH2:15]3)[c:9]2[cH:10]1.[C:30](=[O:31])([O-:32])[O-:33].[CH2:38]1[O:39][CH2:40][CH2:41][O:42][CH2:43]1.[CH3:36][OH:37].[Cl:44][CH2:45][Cl:46].[Na+:34].[Na+:35].[OH:20][c:21]1[cH:22][cH:23][c:24]([B:27]([OH:28])[OH:29])[cH:25][cH:26]1.[cH:47]1[cH:48][cH:49][c:50]([P:51]([Pd:52]([P:53]([c:54]2[cH:55][cH:56][cH:57][cH:58][cH:59]2)([c:60]2[cH:61][cH:62][cH:63][cH:64][cH:65]2)[c:66]2[cH:67][cH:68][cH:69][cH:70][cH:71]2)([P:72]([c:73]2[cH:74][cH:75][cH:76][cH:77][cH:78]2)([c:79]2[cH:80][cH:81][cH:82][cH:83][cH:84]2)[c:85]2[cH:86][cH:87][cH:88][cH:89][cH:90]2)[P:91]([c:92]2[cH:93][cH:94][cH:95][cH:96][cH:97]2)([c:98]2[cH:99][cH:100][cH:101][cH:102][cH:103]2)[c:104]2[cH:105][cH:106][cH:107][cH:108][cH:109]2)([c:110]2[cH:111][cH:112][cH:113][cH:114][cH:115]2)[c:116]2[cH:117][cH:118][cH:119][cH:120][cH:121]2)[cH:122][cH:123]1>>[c:2]1(-[c:24]2[cH:23][cH:22][c:21]([OH:20])[cH:26][cH:25]2)[cH:3][c:4]([C:16](=[O:17])[O:18][CH3:19])[c:5]2[cH:6][n:7][n:8]([CH:11]3[CH2:12][CH2:13][CH2:14][CH2:15]3)[c:9]2[cH:10]1. Starting materials: Na, NC1=C(C(=NN1C1=CC=CC=C1)C)C(=O)N (5-amino-3-methyl-1-phenyl-1H-pyrazole-4-carboxamide), C(C)(C)(C)OC(=O)N1CC(C1)N1CC(CCC1)C(=O)OC (methyl 1-(1-(tert-butoxycarbonyl)azetidin-3-yl)piperidine-3-carboxylate). The solvent is C(C)O (ethanol). The product is CC1=NN(C=2N=C(NC(C21)=O)C2CN(CCC2)C2CN(C2)C(=O)OC(C)(C)C)C2=CC=CC=C2 (tert-butyl 3-(3-(3-methyl-4-oxo-1-phenyl-4,5-dihydro-1H-pyrazolo[3,4-d]pyrimidin-6-yl)piperidin-1-yl)azetidine-1-carboxylate). As a reaction SMILES: [NH2:1][C:2]1[N:6]([C:7]2[CH:12]=[CH:11][CH:10]=[CH:9][CH:8]=2)[N:5]=[C:4]([CH3:13])[C:3]=1[C:14]([NH2:16])=[O:15].[C:17]([O:21][C:22]([N:24]1[CH2:27][CH:26]([N:28]2[CH2:33][CH2:32][CH2:31][CH:30]([C:34](OC)=O)[CH2:29]2)[CH2:25]1)=[O:23])([CH3:20])([CH3:19])[CH3:18]>C(O)C>[CH3:13][C:4]1[C:3]2[C:14](=[O:15])[NH:16][C:34]([CH:30]3[CH2:31][CH2:32][CH2:33][N:28]([CH:26]4[CH2:25][N:24]([C:22]([O:21][C:17]([CH3:18])([CH3:20])[CH3:19])=[O:23])[CH2:27]4)[CH2:29]3)=[N:1][C:2]=2[N:6]([C:7]2[CH:12]=[CH:11][CH:10]=[CH:9][CH:8]=2)[N:5]=1. Reported procedure: Into a 100-mL 3-necked round-bottom flask, was placed a solution of Na (128 mg, 5.57 mmol, 6.00 equiv) in ethanol (10 mL) at room temperature. To the resulting mixture was then added a solution of 5-amino-3-methyl-1-phenyl-1H-pyrazole-4-carboxamide (200 mg, 0.93 mmol, 1.00 equiv) in C4H10O (10 mL), in portions at room temperature, followed by a solution of methyl 1-(1-(tert-butoxycarbonyl)azetidin-3-yl)piperidine-3-carboxylate (1.66 g, 5.57 mmol, 6.00 equiv) in C4H10O (20 mL), in portions at roo... Starting materials: CC(C)C(NC(=O)C(C)N(C)C(=O)OC(C)(C)C)C(=O)N1CCNCC1C(=O)NC1CCCc2ccccc21, CCN(C(C)C)C(C)C, ClCCl, O=S(=O)(Cl)c1ccccc1. Yields the product CC(C)C(NC(=O)C(C)N(C)C(=O)OC(C)(C)C)C(=O)N1CCN(S(=O)(=O)c2ccccc2)CC1C(=O)NC1CCCc2ccccc21. As a reaction SMILES: [CH3:1][N:2]([C:3]([O:4][C:5]([CH3:6])([CH3:7])[CH3:8])=[O:9])[CH:10]([C:11](=[O:12])[NH:13][CH:14]([CH:15]([CH3:16])[CH3:17])[C:18](=[O:19])[N:20]1[CH:21]([C:26](=[O:27])[NH:28][CH:29]2[CH2:30][CH2:31][CH2:32][c:33]3[cH:34][cH:35][cH:36][cH:37][c:38]32)[CH2:22][NH:23][CH2:24][CH2:25]1)[CH3:39].[CH:40]([N:41]([CH2:42][CH3:43])[CH:44]([CH3:45])[CH3:46])([CH3:47])[CH3:48].[Cl:59][CH2:60][Cl:61].[c:49]1([S:55](=[O:56])(=[O:57])[Cl:58])[cH:50][cH:51][cH:52][cH:53][cH:54]1>>[CH3:1][N:2]([C:3]([O:4][C:5]([CH3:6])([CH3:7])[CH3:8])=[O:9])[CH:10]([C:11](=[O:12])[NH:13][CH:14]([CH:15]([CH3:16])[CH3:17])[C:18](=[O:19])[N:20]1[CH:21]([C:26](=[O:27])[NH:28][CH:29]2[CH2:30][CH2:31][CH2:32][c:33]3[cH:34][cH:35][cH:36][cH:37][c:38]32)[CH2:22][N:23]([S:55]([c:49]2[cH:50][cH:51][cH:52][cH:53][cH:54]2)(=[O:56])=[O:57])[CH2:24][CH2:25]1)[CH3:39].